This data is from the Open Reaction Database (ORD), a public repository of structured organic reaction records. The task is: describe an organic reaction: reactants, conditions, products, and yield The reactants are CCCCC(C#N)(CCCC)c1ccccc1, CCO. Yields the product CCCCC(CN)(CCCC)c1ccccc1. As a reaction SMILES: [CH2:1]([CH2:2][CH2:3][CH3:4])[C:5]([C:6]#[N:7])([c:8]1[cH:9][cH:10][cH:11][cH:12][cH:13]1)[CH2:14][CH2:15][CH2:16][CH3:17].[CH3:18][CH2:19][OH:20]>>[CH2:1]([CH2:2][CH2:3][CH3:4])[C:5]([CH2:6][NH2:7])([c:8]1[cH:9][cH:10][cH:11][cH:12][cH:13]1)[CH2:14][CH2:15][CH2:16][CH3:17]. The reactants are Br\C(=C/[C@H]1CCC(N1)=O)\C1=NC(=C(C=C1)C1CC1)OC ((5R)-5-[(Z)-2-bromo-2-(5-cyclopropyl-6-methoxypyridin-2-yl)ethenyl]pyrrolidin-2-one), ClC1=CC=C(C=C1)B(O)O (4-chlorophenylboronic acid), O1C(=CC=C1)P(C=1OC=CC1)C=1OC=CC1 (tri(2-furyl)phosphine), Example 4-24, C([O-])([O-])=O.[Cs+].[Cs+] (cesium carbonate). Reagents/catalysts: [Pd].[Pd].C(C1=CC=CC=C1)=CC(=O)C=CC1=CC=CC=C1.C(C1=CC=CC=C1)=CC(=O)C=CC1=CC=CC=C1.C(C1=CC=CC=C1)=CC(=O)C=CC1=CC=CC=C1 (tris(dibenzylideneacetone) dipalladium). Solvent: O (water), O1CCOCC1 (1,4-Dioxane), C(C)(=O)OCC (ethyl acetate), O (Water). Run at temperature 90 celsius, time 2.5 hour. The product is ClC1=CC=C(C=C1)\C(=C/[C@H]1CCC(N1)=O)\C1=NC(=C(C=C1)C1CC1)OC ((5R)-5-[(E)-2-(4-chlorophenyl)-2-(5-cyclopropyl-6-methoxypyridin-2-yl)ethenyl]pyrrolidin-2-one), crude product. RXN SMILES: Br/[C:2](/[C:10]1[CH:15]=[CH:14][C:13]([CH:16]2[CH2:18][CH2:17]2)=[C:12]([O:19][CH3:20])[N:11]=1)=[CH:3]\[C@@H:4]1[NH:8][C:7](=[O:9])[CH2:6][CH2:5]1.[Cl:21][C:22]1[CH:27]=[CH:26][C:25](B(O)O)=[CH:24][CH:23]=1.O1C=CC=C1P(C1OC=CC=1)C1OC=CC=1.C(=O)([O-])[O-].[Cs+].[Cs+]>[Pd].[Pd].C(=CC(C=CC1C=CC=CC=1)=O)C1C=CC=CC=1.C(=CC(C=CC1C=CC=CC=1)=O)C1C=CC=CC=1.C(=CC(C=CC1C=CC=CC=1)=O)C1C=CC=CC=1.C(OCC)(=O)C.O.O1CCOCC1>[Cl:21][C:22]1[CH:27]=[CH:26][C:25](/[C:2](/[C:10]2[CH:15]=[CH:14][C:13]([CH:16]3[CH2:18][CH2:17]3)=[C:12]([O:19][CH3:20])[N:11]=2)=[CH:3]\[C@@H:4]2[NH:8][C:7](=[O:9])[CH2:6][CH2:5]2)=[CH:24][CH:23]=1 |f:3.4.5,6.7.8.9.10|. Reported procedure: 1,4-Dioxane (4 mL) and water (0.4 mL) were added to a mixture of (5R)-5-[(Z)-2-bromo-2-(5-cyclopropyl-6-methoxypyridin-2-yl)ethenyl]pyrrolidin-2-one obtained in Reference Example 4-24 (170 mg), 4-chlorophenylboronic acid (160 mg), tris(dibenzylideneacetone) dipalladium (45 mg), tri(2-furyl)phosphine (69 mg) and cesium carbonate (492 mg), and the mixture was stirred at 90° C. for 2.5 hours. Water and ethyl acetate were added to the reaction solution and the insoluble matter was filtered off throu...